From a dataset of the Open Reaction Database (ORD), a public repository of structured organic reaction records. describe an organic reaction: reactants, conditions, products, and yield Reactants: O=S1c2ccccc2-c2ccc(Br)cc21, CC(=O)O, O, O=[N+]([O-])O, O=S(=O)(O)O. Product: O=[N+]([O-])c1ccc2c(c1)S(=O)c1cc(Br)ccc1-2. RXN SMILES: [Br:5][c:6]1[cH:7][cH:8][c:9]2[c:10]([cH:19]1)[S:11](=[O:18])[c:12]1[c:13]-2[cH:14][cH:15][cH:16][cH:17]1.[CH3:1][C:2](=[O:3])[OH:4].[OH2:29].[OH:25][N+:26]([O-:27])=[O:28].[S:20](=[O:21])(=[O:22])([OH:23])[OH:24]>>[Br:5][c:6]1[cH:7][cH:8][c:9]2[c:10]([cH:19]1)[S:11](=[O:18])[c:12]1[c:13]-2[cH:14][cH:15][c:16]([N+:26](=[O:25])[O-:27])[cH:17]1. Reactants: C(C)OC(CC(CSC1=CC(=CC=C1)OC)=O)=O (4-(3-methoxy-phenylsulfanyl)-3-oxo-butyric acid ethyl ester), CS(=O)(=O)O (methanesulfonic acid), ice water. Conditions: time 30 minute. The product is C(C)OC(CC=1C2=C(SC1)C=CC=C2OC)=O (4-methoxy-benzo[b]thiophen-3-yl-acetic acid ethyl ester). Yield: 59.0%. Reaction SMILES: [CH2:1]([O:3][C:4](=[O:18])[CH2:5][C:6](=O)[CH2:7][S:8][C:9]1[CH:14]=[CH:13][CH:12]=[C:11]([O:15][CH3:16])[CH:10]=1)[CH3:2].CS(O)(=O)=O>>[CH2:1]([O:3][C:4](=[O:18])[CH2:5][C:6]1[C:10]2[C:11]([O:15][CH3:16])=[CH:12][CH:13]=[CH:14][C:9]=2[S:8][CH:7]=1)[CH3:2]. Procedure details: 4-(3-methoxy-phenylsulfanyl)-3-oxo-butyric acid ethyl ester (10.9 g, 40.62 mmol) is added to methanesulfonic acid (26.6 mL, 406 mmol). The mixture is stirred at room temperature for 30 minutes. The reaction mixture is poured into ice-water (300 g) and extracted with EtOAc (100 mL×2). The combined organic layers are dried over Na2SO4, filtered, and concentrated under reduced pressure. The crude product is purified by flash chromatography eluting with 20% EtOAc/Hexanes. The appropriate fractions a... Starting materials: CC(C)=O, COC=Nc1cc(-c2ncon2)nn1-c1c(Cl)cc(C(F)(F)F)cc1Cl, O, O=S(=O)(O)O. Product: Nc1cc(-c2ncon2)nn1-c1c(Cl)cc(C(F)(F)F)cc1Cl. As a reaction SMILES: [CH3:32][C:33](=[O:34])[CH3:35].[Cl:1][c:2]1[c:3](-[n:13]2[n:14][c:15](-[c:22]3[n:23][o:24][cH:25][n:26]3)[cH:16][c:17]2[N:18]=[CH:19][O:20][CH3:21])[c:4]([Cl:12])[cH:5][c:6]([C:8]([F:9])([F:10])[F:11])[cH:7]1.[OH2:36].[S:27](=[O:28])(=[O:29])([OH:30])[OH:31]>>[Cl:1][c:2]1[c:3](-[n:13]2[n:14][c:15](-[c:22]3[n:23][o:24][cH:25][n:26]3)[cH:16][c:17]2[NH2:18])[c:4]([Cl:12])[cH:5][c:6]([C:8]([F:9])([F:10])[F:11])[cH:7]1. Starting materials: C(C)(C)(C)NC(=O)C1=C(C2=C(N=C(N=C2C2=CC(=CC=C2)O)SC)S1)N (tert-butyl 5-amino-2-methylthio-4-(3-hydroxyphenyl)-thieno[2,3-d]pyrimidine-6-carboxamide), ClC(=O)OC1=CC=CC=C1 (phenyl chloroformate). Reaction conditions: time 30 minute. Product: C(C)(C)(C)NC(=O)C1=C(C2=C(N=C(N=C2C2=CC(=CC=C2)OC(=O)OC2=CC=CC=C2)SC)S1)N (tert-Butyl 5-amino-2-methylthio-4-(3-(phenoxycarbonyloxy)-phenyl)-thieno[2,3-d]pyrimidine-6-carboxamide). RXN SMILES: [C:1]([NH:5][C:6]([C:8]1[S:25][C:11]2[N:12]=[C:13]([S:23][CH3:24])[N:14]=[C:15]([C:16]3[CH:21]=[CH:20][CH:19]=[C:18]([OH:22])[CH:17]=3)[C:10]=2[C:9]=1[NH2:26])=[O:7])([CH3:4])([CH3:3])[CH3:2].Cl[C:28]([O:30][C:31]1[CH:36]=[CH:35][CH:34]=[CH:33][CH:32]=1)=[O:29]>>[C:1]([NH:5][C:6]([C:8]1[S:25][C:11]2[N:12]=[C:13]([S:23][CH3:24])[N:14]=[C:15]([C:16]3[CH:21]=[CH:20][CH:19]=[C:18]([O:22][C:28]([O:30][C:31]4[CH:36]=[CH:35][CH:34]=[CH:33][CH:32]=4)=[O:29])[CH:17]=3)[C:10]=2[C:9]=1[NH2:26])=[O:7])([CH3:4])([CH3:2])[CH3:3]. Procedure details: The reaction of tert-butyl 5-amino-2-methylthio-4-(3-hydroxyphenyl)-thieno[2,3-d]pyrimidine-6-carboxamide (example 1f, 100 mg) with phenyl chloroformate (324 μl) was performed according to the methods described in example 1g. The title compound was purified by HPLC using a Luna C-18 column with the following gradient: CH3CN/H2O=10/90 to 90/10 (v/v) in 30 min. The title compound was then lyophilized from a mixture of 1,4-dioxane and H2O. The solvent is C1CCOC1 (THF). Reaction SMILES: [Br:1][C:2]1[CH:7]=[CH:6][C:5]([S:8]([N:11]2[CH2:16][CH2:15][N:14]([C:17]([CH:19]3[CH2:24][CH2:23][N:22]([C:25]4[CH:30]=[C:29]([CH3:31])[N:28]=[CH:27][N:26]=4)[CH2:21][CH2:20]3)=O)[CH2:13][CH2:12]2)(=[O:10])=[O:9])=[CH:4][CH:3]=1.Cl.[OH-].[Na+]>C1COCC1>[Br:1][C:2]1[CH:3]=[CH:4][C:5]([S:8]([N:11]2[CH2:12][CH2:13][N:14]([CH2:17][CH:19]3[CH2:20][CH2:21][N:22]([C:25]4[CH:30]=[C:29]([CH3:31])[N:28]=[CH:27][N:26]=4)[CH2:23][CH2:24]3)[CH2:15][CH2:16]2)(=[O:9])=[O:10])=[CH:6][CH:7]=1 |f:2.3|. The yield is 45.0%. Procedure details: 1-(4-Bromophenylsulphonyl)-4-[1-(6-methylpyrimidin-4-yl)-4-piperidylcarbonyl]piperazine (630 mg) suspended in dry THF (10 ml) was treated with excess borane methyl sulphide complex (0.59 ml) at ambient temprature, then at 45° C. for 18 hours. 5M HCl (1.0 ml) was added and stirred for 2 hours. The reaction mixture was basified with 4M NaOH solution. then partitioned between ethylacetate and water. dried (MgSO4), and evaporated. The residue was chromatographed on Bondelut (CH2Cl2 then 1% MeOH/CH2C... The product is BrC1=CC=C(C=C1)S(=O)(=O)N1CCN(CC1)CC1CCN(CC1)C1=NC=NC(=C1)C (1-(4-bromophenylsulphonyl)-4-[1-(6-methylpyrimidin-4-yl)-4-piperidylmethyl]piperazine). The reactants are BrC1=CC=C(C=C1)S(=O)(=O)N1CCN(CC1)C(=O)C1CCN(CC1)C1=NC=NC(=C1)C (1-(4-Bromophenylsulphonyl)-4-[1-(6-methylpyrimidin-4-yl)-4-piperidylcarbonyl]piperazine), Cl (HCl), [OH-].[Na+] (NaOH). Conditions: time 18 hour. Reactants: COCCOCCOC, [F-], FS(F)(F)F, O=C(F)C(F)(F)C(F)(F)C(F)(F)F, [K+], O=S(=O)(F)OC(F)(F)C(F)=C(F)F. Product: FC(F)=C(F)C(F)(F)OC(F)(F)C(F)(F)C(F)(F)C(F)(F)F. As a reaction SMILES: [CH3:34][O:35][CH2:36][CH2:37][O:38][CH2:39][CH2:40][O:41][CH3:42].[F-:1].[F:16][S:17]([F:18])([F:19])[F:20].[F:3][C:4]([C:5]([C:6](=[O:7])[F:8])([F:9])[F:10])([C:11]([F:12])([F:13])[F:14])[F:15].[K+:2].[S:21]([F:22])([O:23][C:25]([C:26](=[C:27]([F:28])[F:29])[F:30])([F:31])[F:32])(=[O:24])=[O:33]>>[F:1][C:6]([C:5]([C:4]([F:3])([C:11]([F:12])([F:13])[F:14])[F:15])([F:9])[F:10])([O:7][C:25]([C:26](=[C:27]([F:28])[F:29])[F:30])([F:31])[F:32])[F:8]. Starting materials: O=C([O-])[O-], CI, CC1(C)CC(=O)c2ccc(=O)[nH]c2C1, CN(C)C=O, [K+], [K+]. Product: Cn1c2c(ccc1=O)C(=O)CC(C)(C)C2. RXN SMILES: [C:17](=[O:18])([O-:19])[O-:20].[CH3:15][I:16].[CH3:1][C:2]1([CH3:14])[CH2:3][C:4](=[O:13])[c:5]2[cH:6][cH:7][c:8](=[O:12])[nH:9][c:10]2[CH2:11]1.[CH3:23][N:24]([CH3:25])[CH:26]=[O:27].[K+:21].[K+:22]>>[CH3:1][C:2]1([CH3:14])[CH2:3][C:4](=[O:13])[c:5]2[cH:6][cH:7][c:8](=[O:12])[n:9]([CH3:17])[c:10]2[CH2:11]1.